describe an organic reaction: reactants, conditions, products, and yield From a dataset of the Open Reaction Database (ORD), a public repository of structured organic reaction records. The reactants are resultant mixture, C(C)(S)S (ethanedithiol), B(F)(F)F.CCOCC (boron trifluoride-etherate), CN1C(N(C(C=C1C(F)(F)F)=O)C=1C=CC2=C(C(=NS2)C=O)C1)=O (5-[3,6-dihydro-3-methyl-2,6-dioxo-4-(trifluoromethyl)-1(2H)-pyrimidinyl]-1,2-benzisothiazole-3-carboxaldehyde). The solvent is C(Cl)Cl (methylene chloride). Product: S1C(SCC1)C1=NSC2=C1C=C(C=C2)N2C(N(C(=CC2=O)C(F)(F)F)C)=O (3-[3-(1,3-Dithiolan-2-yl)-1,2-benzisothiazol-5-yl]-1-methyl-6-(trifluoromethyl)uracil). The yield is 46.3%. RXN SMILES: [CH3:1][N:2]1[C:7]([C:8]([F:11])([F:10])[F:9])=[CH:6][C:5](=[O:12])[N:4]([C:13]2[CH:14]=[CH:15][C:16]3[S:20][N:19]=C(C=O)[C:17]=3[CH:23]=2)[C:3]1=[O:24].[CH:25]([SH:28])([SH:27])[CH3:26].B(F)(F)F.[CH3:33][CH2:34]OCC>C(Cl)Cl>[S:27]1[CH2:34][CH2:33][S:28][CH:25]1[C:26]1[C:17]2[CH:23]=[C:13]([N:4]3[C:5](=[O:12])[CH:6]=[C:7]([C:8]([F:9])([F:11])[F:10])[N:2]([CH3:1])[C:3]3=[O:24])[CH:14]=[CH:15][C:16]=2[S:20][N:19]=1 |f:2.3|. Reported procedure: To a mixture of 5-[3,6-dihydro-3-methyl-2,6-dioxo-4-(trifluoromethyl)-1(2H)-pyrimidinyl]-1,2-benzisothiazole-3-carboxaldehyde (0.300 g, 0.850 mmol) and methylene chloride is added ethanedithiol (0.0940 g, 1.00 mmol) and boron trifluoride-etherate (0.200 ml). The resultant mixture is stirred overnight at room temperature and partitioned between methylene chloride and saturated sodium bicarbonate. The organic layer is dried over anhydrous magnesium sulfate and concentrated in vacuo to a yellow sol...